Task: describe an organic reaction: reactants, conditions, products, and yield. Dataset: the Open Reaction Database (ORD), a public repository of structured organic reaction records The reactants are S(=O)(=O)(O)O.N[C@@H](CCSC)C(=O)O (L-methionine sulfate), S(=O)(=O)(O)O.C(C[C@@H](C(=O)O)N)SSCC[C@@H](C(=O)O)N (L-homocystine sulfate). Yields the product N[C@@H](CCSC)C(=O)O.S(=O)(=O)([O-])[O-].C[SH2+].C[SH2+] (L-methionine S-methylsulfonium sulfate). Yield: 4150.0%. Reaction SMILES: [S:1]([OH:5])([OH:4])(=[O:3])=[O:2].[NH2:6][C@H:7]([C:12]([OH:14])=[O:13])[CH2:8][CH2:9][S:10][CH3:11].S(O)(O)(=O)=O.[CH2:20]([S:27]SCC[C@H](N)C(O)=O)C[C@H](N)C(O)=O>>[NH2:6][C@H:7]([C:12]([OH:14])=[O:13])[CH2:8][CH2:9][S:10][CH3:11].[S:1]([O-:5])([O-:4])(=[O:3])=[O:2].[CH3:20][SH2+:27].[CH3:9][SH2+:10] |f:0.1,2.3,4.5.6.7|. Reported procedure: The analysis of the reaction solution by liquid chromatography showed that 8.2 g (0.04 mole) of L-methionine sulfate, 156.4 g (0.43 mole) of L-homocystine sulfate and 257.3 g (0.83 mole) of L-methionine-S-methylsulfonium sulfate were produced. The conversion rate was 98%, and the selection rate was 50%. Reactants: Cl (HCl), C1(CCCCC1)Br (cyclohexylbromide), COC1=C(C=CC=C1)N1CCN(CC1)CCCC1=NC=CC=C1 (1-(2-methoxyphenyl)-4-(3-pyridinylpropyl)piperazine), [Li]CCCC (nBuLi). The solvent is C1(=CC=CC=C1)C (toluene), C1(=CC=CC=C1)C (toluene). Reaction conditions: time 8 hour. Product: COC1=C(C=CC=C1)N1CCN(CC1)CCC(C1=NC=CC=C1)C1CCCCC1 (1-(2-Methoxyphenyl)-4-[3-(cyclohexyl)-3-(2-pyridinyl)propyl]piperazine). RXN SMILES: [CH3:1][O:2][C:3]1[CH:8]=[CH:7][CH:6]=[CH:5][C:4]=1[N:9]1[CH2:14][CH2:13][N:12]([CH2:15][CH2:16][CH2:17][C:18]2[CH:23]=[CH:22][CH:21]=[CH:20][N:19]=2)[CH2:11][CH2:10]1.[Li]CCCC.[CH:29]1(Br)[CH2:34][CH2:33][CH2:32][CH2:31][CH2:30]1.Cl>C1(C)C=CC=CC=1>[CH3:1][O:2][C:3]1[CH:8]=[CH:7][CH:6]=[CH:5][C:4]=1[N:9]1[CH2:14][CH2:13][N:12]([CH2:15][CH2:16][CH:17]([CH:29]2[CH2:34][CH2:33][CH2:32][CH2:31][CH2:30]2)[C:18]2[CH:23]=[CH:22][CH:21]=[CH:20][N:19]=2)[CH2:11][CH2:10]1. Procedure: To a dry toluene (14 ml) solution of 1-(2-methoxyphenyl)-4-(3-pyridinylpropyl)piperazine (1.5 g, 4.82 mmol) under argon at 0° C. was added nBuLi (7.4 ml, 1.3M). After anion formation the solution was treated with cyclohexylbromide (1.18 ml, 9.64 mmol) in toluene (2.8 ml). The reaction mixture was allowed to attain room temperature and stirred overnight. The reaction mixture was treated with HCl (1N) and the organic layer discarded. The acid layer was washed with ether, taken to pH 13 with solid ... The reactants are N1=CC=CC=C1 (pyridine), ClC1=CC=C(C=C1)B(O)O (4-Chlorophenyl boronic acid), C(C)(C)(C)OC(=O)N1CC(NCC1)CC(=O)OC (3-methoxycarbonylmethyl-piperazine-1-carboxylic acid tert-butyl ester). The reagents and catalysts are C(C)(=O)[O-].[Cu+2].C(C)(=O)[O-] (copper acetate). Run in ClCCl (dichloromethane). Conditions: time 72 hour. Product: C(C)(C)(C)OC(=O)N1CC(N(CC1)C1=CC=C(C=C1)Cl)CC(=O)OC (4-(4-Chloro-phenyl)-3-methoxycarbonylmethyl-piperazine-1-carboxylic acid tert-butyl ester). As a reaction SMILES: [Cl:1][C:2]1[CH:7]=[CH:6][C:5](B(O)O)=[CH:4][CH:3]=1.[C:11]([O:15][C:16]([N:18]1[CH2:23][CH2:22][NH:21][CH:20]([CH2:24][C:25]([O:27][CH3:28])=[O:26])[CH2:19]1)=[O:17])([CH3:14])([CH3:13])[CH3:12].N1C=CC=CC=1>ClCCl.C([O-])(=O)C.[Cu+2].C([O-])(=O)C>[C:11]([O:15][C:16]([N:18]1[CH2:23][CH2:22][N:21]([C:5]2[CH:6]=[CH:7][C:2]([Cl:1])=[CH:3][CH:4]=2)[CH:20]([CH2:24][C:25]([O:27][CH3:28])=[O:26])[CH2:19]1)=[O:17])([CH3:14])([CH3:13])[CH3:12] |f:4.5.6|. Reported procedure: 4-Chlorophenyl boronic acid (1.08 g, 6.97 mmol) and 3-methoxycarbonylmethyl-piperazine-1-carboxylic acid tert-butyl ester (0.9 g, 3.48 mmol) were dissolved in dichloromethane. To this mixture was added copper acetate (0.63 g, 3.48 mmol), 4 Å molecular sieves and pyridine (0.56 mL, 6.97 mmol) and the reaction mixture was stirred at room temperature for 72 h. The reaction mixture was concentrated in vacuo and dissolved in ethyl acetate, filtered through celite and concentrated. The crude product w... The reactants are CCN(CC)C(=O)c1ccc(Br)cc1OC(F)(F)F, CC(=O)[O-], [K+], CC(=O)[O-], CC(=O)[O-], CN(C)C=O, [Pd+2]. Product: CCN(CC)C(=O)c1ccc(O)cc1OC(F)(F)F. As a reaction SMILES: [CH2:1]([CH3:2])[N:3]([C:4]([c:5]1[c:6]([O:12][C:13]([F:14])([F:15])[F:16])[cH:7][c:8]([Br:11])[cH:9][cH:10]1)=[O:17])[CH2:18][CH3:19].[CH3:21][C:22]([O-:23])=[O:24].[K+:20].[O-:31][C:32]([CH3:33])=[O:34].[O-:35][C:36]([CH3:37])=[O:38].[O:25]=[CH:26][N:27]([CH3:28])[CH3:29].[Pd+2:30]>>[CH2:1]([CH3:2])[N:3]([C:4]([c:5]1[c:6]([O:12][C:13]([F:14])([F:15])[F:16])[cH:7][c:8]([OH:23])[cH:9][cH:10]1)=[O:17])[CH2:18][CH3:19]. The reactants are B, C1CCOC1, CCO, O=C(C1COc2ccccc2O1)N1CCCC(c2cccc(O)c2)C1. The product is Oc1cccc(C2CCCN(CC3COc4ccccc4O3)C2)c1. RXN SMILES: [BH3:26].[CH2:27]1[O:28][CH2:29][CH2:30][CH2:31]1.[CH3:32][CH2:33][OH:34].[O:1]1[CH:2]([C:11](=[O:12])[N:13]2[CH2:14][CH:15]([c:19]3[cH:20][c:21]([OH:25])[cH:22][cH:23][cH:24]3)[CH2:16][CH2:17][CH2:18]2)[CH2:3][O:4][c:5]2[c:6]1[cH:7][cH:8][cH:9][cH:10]2>>[O:1]1[CH:2]([CH2:11][N:13]2[CH2:14][CH:15]([c:19]3[cH:20][c:21]([OH:25])[cH:22][cH:23][cH:24]3)[CH2:16][CH2:17][CH2:18]2)[CH2:3][O:4][c:5]2[c:6]1[cH:7][cH:8][cH:9][cH:10]2.